From a dataset of the Open Reaction Database (ORD), a public repository of structured organic reaction records. describe an organic reaction: reactants, conditions, products, and yield Reactants: [N+](=O)([O-])C1=C(OC2=CC=C(C=C2)C=[N+]=[N-])C=CC(=C1)[N+](=O)[O-] (4-(2,4-dinitrophenoxy)-phenyldiazomethane), [N+](=O)([O-])C1=CC=C(COC(C(NC(=O)OC(C)(C)C)=C)=O)C=C1 (Boc-Dehydroalanine-p-nitrobenzyl ester). Solvent: C(Cl)Cl (CH2Cl2), C(Cl)Cl (CH2Cl2). Conditions: temperature -15 celsius, time 4 hour. Yields the product C(C)(C)(C)OC(=O)NC1(NNC(C1)C1=CC=C(C=C1)OC1=C(C=C(C=C1)[N+](=O)[O-])[N+](=O)[O-])C(=O)OCC1=CC=C(C=C1)[N+](=O)[O-] (p-Nitrobenzyl 3-t-Butoxycarbonylamino-5-(4-[2,4-dinitrophenoxyl]-phenyl)pyrazoline-3-carboxylate). As a reaction SMILES: [N+:1]([C:4]1[CH:19]=[C:18]([N+:20]([O-:22])=[O:21])[CH:17]=[CH:16][C:5]=1[O:6][C:7]1[CH:12]=[CH:11][C:10]([CH:13]=[N+:14]=[N-:15])=[CH:9][CH:8]=1)([O-:3])=[O:2].[N+:23]([C:26]1[CH:45]=[CH:44][C:29]([CH2:30][O:31][C:32](=[O:43])[C:33](=[CH2:42])[NH:34][C:35]([O:37][C:38]([CH3:41])([CH3:40])[CH3:39])=[O:36])=[CH:28][CH:27]=1)([O-:25])=[O:24]>C(Cl)Cl>[C:38]([O:37][C:35]([NH:34][C:33]1([C:32]([O:31][CH2:30][C:29]2[CH:28]=[CH:27][C:26]([N+:23]([O-:25])=[O:24])=[CH:45][CH:44]=2)=[O:43])[CH2:42][CH:13]([C:10]2[CH:11]=[CH:12][C:7]([O:6][C:5]3[CH:16]=[CH:17][C:18]([N+:20]([O-:22])=[O:21])=[CH:19][C:4]=3[N+:1]([O-:3])=[O:2])=[CH:8][CH:9]=2)[NH:14][NH:15]1)=[O:36])([CH3:39])([CH3:40])[CH3:41]. Procedure: A solution of 4-(2,4-dinitrophenoxy)-phenyldiazomethane in CH2Cl2 (20 ml) is added to a solution of Boc-dehydroalanine-p-nitrobenzyl ester (2) in 20 ml CH2Cl2 at -15° C. After stirring 1 hr at -15° C. and 4 hr at 25°, the solution is evaporated to dryness and the residue is triturated with hexane. The solid product, p-nitrobenzyl 3-t-butoxycarbonylamino-5-(4-[2,4-dinitrophenoxyl]-phenyl)-pyrazoline-3-carboxylate (18), is recrystallized from ethyl acetate-hexane to constant melting point. NMR (CD... Starting materials: CC(C(=O)NC=1N=NC(=CC1)C)(C)C (2,2-dimethyl-N-(6-methyl-pyridazin-3-yl)-propionamide), solution, CC[Mg+].[Br-] (EtMgBr). Product: C(C)C1=C(N=NC(=C1)C)NC(C(C)(C)C)=O (N-(4-ethyl-6-methyl-pyridazin-3-yl)-2,2-dimethyl-propionamide). Isolated yield 17.4%. As a reaction SMILES: [CH3:1][C:2]([CH3:14])([CH3:13])[C:3]([NH:5][C:6]1[N:7]=[N:8][C:9]([CH3:12])=[CH:10][CH:11]=1)=[O:4].[CH3:15][CH2:16][Mg+].[Br-]>>[CH2:15]([C:11]1[CH:10]=[C:9]([CH3:12])[N:8]=[N:7][C:6]=1[NH:5][C:3](=[O:4])[C:2]([CH3:14])([CH3:13])[CH3:1])[CH3:16] |f:1.2|. Reported procedure: Using a procedure analogous to Example 17A, 2,2-dimethyl-N-(6-methyl-pyridazin-3-yl)-propionamide (4.18 g, 21.65 mmol) and 3.0 M solution of EtMgBr (36 mL, 108.29 mmol) give the title compound (0.83 g, 3.76 mmol, 17%). 1H NMR (CDCl3): δ 1.24 (t, J=7.5 Hz, 3H), 1.37 (s, 9H), 2.62 (q, J=7.5 Hz, 2H), 2.66 (s, 3H), 7.23 (s, 1H), 8.50 (s, 1H) ppm. ES-MS (m/z): calcd for C12H19N3O (M+H)+: 222.3. found: 222.1. Reactants: ClC1=CC(=C(C=C1C#N)C1=NC=CC2=CC(=CC=C12)S(=O)(=O)NC=1SC=NN1)OC (1-(4-chloro-5-cyano-2-methoxyphenyl)-N-(1,3,4-thiadiazol-2-yl)isoquinoline-6-sulfonamide), FC(C=1C=C(C=CC1)B(O)O)(F)F ((3-(trifluoromethyl)phenyl)boronic acid), C1(CCCCC1)P(C1=C(C=CC=C1)C1=C(C=CC=C1OC)OC)C1CCCCC1 (dicyclohexyl(2′,6′-dimethoxy-[1,1′-biphenyl]-2-yl)phosphine), chloro(2-dicyclohexylphosphino-2′,6′-dimethoxy-1,1′-biphenyl)[2-(2-aminoethylphenyl)]palladium(ii) dichloromethane, P(=O)([O-])([O-])[O-].[K+].[K+].[K+] (potassium phosphate). Solvent: C(Cl)Cl (DCM). Reaction conditions: temperature 120 celsius. Product: C(#N)C1=C(C=C(C(=C1)C1=NC=CC2=CC(=CC=C12)S(=O)(=O)NC=1SC=NN1)OC)C1=CC(=CC=C1)C(F)(F)F (1-(2-cyano-5-methoxy-3′-(trifluoromethyl)-[1,1′-biphenyl]-4-yl)-N-(1,3,4-thiadiazol-2-yl)isoquinoline-6-sulfonamide). RXN SMILES: Cl[C:2]1[C:7]([C:8]#[N:9])=[CH:6][C:5]([C:10]2[C:19]3[C:14](=[CH:15][C:16]([S:20]([NH:23][C:24]4[S:25][CH:26]=[N:27][N:28]=4)(=[O:22])=[O:21])=[CH:17][CH:18]=3)[CH:13]=[CH:12][N:11]=2)=[C:4]([O:29][CH3:30])[CH:3]=1.[F:31][C:32]([F:43])([F:42])[C:33]1[CH:34]=[C:35](B(O)O)[CH:36]=[CH:37][CH:38]=1.C1(P(C2CCCCC2)C2C=CC=CC=2C2C(OC)=CC=CC=2OC)CCCCC1.P([O-])([O-])([O-])=O.[K+].[K+].[K+]>C(Cl)Cl>[C:8]([C:7]1[CH:6]=[C:5]([C:10]2[C:19]3[C:14](=[CH:15][C:16]([S:20]([NH:23][C:24]4[S:25][CH:26]=[N:27][N:28]=4)(=[O:21])=[O:22])=[CH:17][CH:18]=3)[CH:13]=[CH:12][N:11]=2)[C:4]([O:29][CH3:30])=[CH:3][C:2]=1[C:37]1[CH:36]=[CH:35][CH:34]=[C:33]([C:32]([F:43])([F:42])[F:31])[CH:38]=1)#[N:9] |f:3.4.5.6|. Procedure details: A vial was charged with 1-(4-chloro-5-cyano-2-methoxyphenyl)-N-(1,3,4-thiadiazol-2-yl)isoquinoline-6-sulfonamide (EXAMPLE 337, 69.8 mg, 0.152 mmol) (3-(trifluoromethyl)phenyl)boronic acid (57.9 mg, 0.305 mmol), dicyclohexyl(2′,6′-dimethoxy-[1,1′-biphenyl]-2-yl)phosphine (3.13 mg, 7.62 μmol), chloro(2-dicyclohexylphosphino-2′,6′-dimethoxy-1,1′-biphenyl)[2-(2-aminoethylphenyl)]palladium(ii) dichloromethane (11.55 mg, 0.015 mmol) and potassium phosphate (162 mg, 0.762 mmol). The vial was flushed wi... The product is OC(c1ccc(C(F)(F)F)cc1)(c1ccc(C(F)(F)F)cc1)C1CCN(Cc2ccc(OCC3CC3)cc2)CC1. RXN SMILES: [CH3:51][S:52](=[O:53])[CH3:54].[CH:1]1([CH2:4][O:5][c:6]2[cH:7][cH:8][c:9]([CH2:12][Cl:13])[cH:10][cH:11]2)[CH2:2][CH2:3]1.[CH:42]([N:43]([CH2:44][CH3:45])[CH:46]([CH3:47])[CH3:48])([CH3:49])[CH3:50].[F:14][C:15]([c:16]1[cH:17][cH:18][c:19]([C:22]([CH:23]2[CH2:24][CH2:25][NH:26][CH2:27][CH2:28]2)([OH:29])[c:30]2[cH:31][cH:32][c:33]([C:36]([F:37])([F:38])[F:39])[cH:34][cH:35]2)[cH:20][cH:21]1)([F:40])[F:41]>>[CH:1]1([CH2:4][O:5][c:6]2[cH:7][cH:8][c:9]([CH2:12][N:26]3[CH2:25][CH2:24][CH:23]([C:22]([c:19]4[cH:18][cH:17][c:16]([C:15]([F:14])([F:40])[F:41])[cH:21][cH:20]4)([OH:29])[c:30]4[cH:31][cH:32][c:33]([C:36]([F:37])([F:38])[F:39])[cH:34][cH:35]4)[CH2:28][CH2:27]3)[cH:10][cH:11]2)[CH2:2][CH2:3]1. Reactants: CS(C)=O, ClCc1ccc(OCC2CC2)cc1, CCN(C(C)C)C(C)C, OC(c1ccc(C(F)(F)F)cc1)(c1ccc(C(F)(F)F)cc1)C1CCNCC1. Starting materials: C(C)C1=CNC(=C1C)C(=O)OCC (3-ethyl-4-methyl-5-carbethoxy-pyrrole), CC1OC(OC(O1)C)C (paraldehyde), prisms. The product is C(C)C=1NC(=C(C1CC)C)C(=O)OCC (2,3-diethyl-4-methyl-5-carbethoxy-pyrrole). RXN SMILES: [CH2:1]([C:3]1[C:7]([CH3:8])=[C:6]([C:9]([O:11][CH2:12][CH3:13])=[O:10])[NH:5][CH:4]=1)[CH3:2].[CH3:14][CH:15]1OC(C)OC(C)O1>>[CH2:14]([C:4]1[NH:5][C:6]([C:9]([O:11][CH2:12][CH3:13])=[O:10])=[C:7]([CH3:8])[C:3]=1[CH2:1][CH3:2])[CH3:15]. Reported procedure: As in Example 32 but using 3-ethyl-4-methyl-5-carbethoxy-pyrrole and paraldehyde. Colourless prisms (64%), m.p. 71°-73° (lit. 8) 73°-74°). Anal. Calc. for C12H19NO2 : C, 68.86; H, 9.15; N, 6.67. Found: C, 68.71; H, 9.11; N, 6.84.